Dataset: the Open Reaction Database (ORD), a public repository of structured organic reaction records. Task: describe an organic reaction: reactants, conditions, products, and yield Reactants: CC(N)CO, O=C(O)c1cc2nc(-c3cccc4[nH]ncc34)nc(N3CCOCC3)c2s1. The product is CC(CO)NC(=O)c1cc2nc(-c3cccc4[nH]ncc34)nc(N3CCOCC3)c2s1. Reaction SMILES: [NH2:28][CH:29]([CH2:30][OH:31])[CH3:32].[nH:1]1[n:2][cH:3][c:4]2[c:5](-[c:10]3[n:11][c:12]([N:22]4[CH2:23][CH2:24][O:25][CH2:26][CH2:27]4)[c:13]4[c:14]([n:15]3)[cH:16][c:17]([C:19](=[O:20])[OH:21])[s:18]4)[cH:6][cH:7][cH:8][c:9]12>>[nH:1]1[n:2][cH:3][c:4]2[c:5](-[c:10]3[n:11][c:12]([N:22]4[CH2:23][CH2:24][O:25][CH2:26][CH2:27]4)[c:13]4[c:14]([n:15]3)[cH:16][c:17]([C:19](=[O:20])[NH:28][CH:29]([CH2:30][OH:31])[CH3:32])[s:18]4)[cH:6][cH:7][cH:8][c:9]12. The reactants are esters, CC1(CC(N(CC1)CC1=CC=C(C=C1)C(F)(F)F)C(=O)NC1(CC1)C1=CC=C(C(=O)OC)C=C1)C (methyl 4-(1-(4,4-dimethyl-1-(4-(trifluoromethyl)benzyl)piperidine-2-carboxamido)cyclopropyl)benzoate), O[Li].O (LiOH H2O). Product: CC1(CC(N(CC1)CC1=CC=C(C=C1)C(F)(F)F)C(=O)NC1(CC1)C1=CC=C(C(=O)O)C=C1)C (4-(1-(4,4-dimethyl-1-(4-(trifluoromethyl)benzyl)piperidine-2-carboxamido)cyclopropyl)benzoic acid). The yield is 64.5%. As a reaction SMILES: [CH3:1][C:2]1([CH3:35])[CH2:7][CH2:6][N:5]([CH2:8][C:9]2[CH:14]=[CH:13][C:12]([C:15]([F:18])([F:17])[F:16])=[CH:11][CH:10]=2)[CH:4]([C:19]([NH:21][C:22]2([C:25]3[CH:34]=[CH:33][C:28]([C:29]([O:31]C)=[O:30])=[CH:27][CH:26]=3)[CH2:24][CH2:23]2)=[O:20])[CH2:3]1.O[Li].O>>[CH3:1][C:2]1([CH3:35])[CH2:7][CH2:6][N:5]([CH2:8][C:9]2[CH:10]=[CH:11][C:12]([C:15]([F:18])([F:17])[F:16])=[CH:13][CH:14]=2)[CH:4]([C:19]([NH:21][C:22]2([C:25]3[CH:26]=[CH:27][C:28]([C:29]([OH:31])=[O:30])=[CH:33][CH:34]=3)[CH2:24][CH2:23]2)=[O:20])[CH2:3]1 |f:1.2|. Procedure details: The title compound (E12) (88.4 mg) was prepared according to the general procedure for esters hydrolysis (Method C) starting from methyl 4-(1-(4,4-dimethyl-1-(4-(trifluoromethyl)benzyl)piperidine-2-carboxamido)cyclopropyl)benzoate (enantiomer 2) (D131 b) (141 mg). (LiOH H2O: 4 eq; reaction time: 18 hrs) The reactants are ClC=1N=C(C2=C(N1)C(=NN2CCOCC(F)(F)F)CCl)NC2=NC=NC=C2 (5-Chloro-3-(chloromethyl)-N-pyrimidin-4-yl-1-[2-(2,2,2-trifluoroethoxy)ethyl]-1H-pyrazolo[4,3-d]pyrimidin-7-amine), Cl.FC(CN)(F)F (trifluoroethylamine hydrochloride), C(C)(C)N(C(C)C)CC (N,N-diisopropylethylamine), Cl.FC(CN)(F)F (trifluoroethylamine hydrochloride), C(C)(C)N(C(C)C)CC (N,N-diisopropyl-ethylamine). The reagents and catalysts are [Br-].C(C)[N+](CC)(CC)CC (tetraethylammonium bromide), [I-].C(C)[N+](CC)(CC)CC (tetraethylammonium iodide). Solvent: CS(=O)C (dimethyl sulfoxide). Run at time 2 day. The product is FC(COCCN1N=C(C=2N=C(N=C(C21)NC2=NC=NC=C2)Cl)CNCC(F)(F)F)(F)F (1-(2-(2,2,2-trifluoroethoxy)ethyl)-3-((2,2,2-trifluoroethylamino)methyl)-5-chloro-N-(pyrimidin-4-yl)-1H-pyrazolo[4,3-d]pyrimidin-7-amine). As a reaction SMILES: [Cl:1][C:2]1[N:3]=[C:4]([NH:21][C:22]2[CH:27]=[CH:26][N:25]=[CH:24][N:23]=2)[C:5]2[N:10]([CH2:11][CH2:12][O:13][CH2:14][C:15]([F:18])([F:17])[F:16])[N:9]=[C:8]([CH2:19]Cl)[C:6]=2[N:7]=1.Cl.[F:29][C:30]([F:34])([F:33])[CH2:31][NH2:32].C(N(CC)C(C)C)(C)C>[Br-].C([N+](CC)(CC)CC)C.[I-].C([N+](CC)(CC)CC)C.CS(C)=O>[F:16][C:15]([F:18])([F:17])[CH2:14][O:13][CH2:12][CH2:11][N:10]1[C:5]2[C:4]([NH:21][C:22]3[CH:27]=[CH:26][N:25]=[CH:24][N:23]=3)=[N:3][C:2]([Cl:1])=[N:7][C:6]=2[C:8]([CH2:19][NH:32][CH2:31][C:30]([F:34])([F:33])[F:29])=[N:9]1 |f:1.2,4.5,6.7|. Procedure: 5-Chloro-3-(chloromethyl)-N-pyrimidin-4-yl-1-[2-(2,2,2-trifluoroethoxy)ethyl]-1H-pyrazolo[4,3-d]pyrimidin-7-amine (610 mg, 1.5 mmol), trifluoroethylamine hydrochloride (390 mg, 2.9 mmol) and N,N-diisopropylethylamine (410 mg, 3.2 mmol) along with tetraethylammonium bromide (1 mg) and tetraethylammonium iodide were mixed in dimethyl sulfoxide (10 ml) in a reaction vial. The reaction mixture was stirred for two days at room temperature and a second quantity of trifluoroethylamine hydrochloride (39... Reactants: ClCCl, O=C(OO)c1cccc(Cl)c1, O=C(Nc1cccc(C(F)(F)F)c1)c1ccccc1NCc1ccncc1. The product is O=C(Nc1cccc(C(F)(F)F)c1)c1ccccc1NCc1cc[n+]([O-])cc1. RXN SMILES: [Cl:39][CH2:40][Cl:41].[OH:1][O:2][C:3]([c:4]1[cH:5][c:6]([Cl:7])[cH:8][cH:9][cH:10]1)=[O:11].[n:12]1[cH:13][cH:14][c:15]([CH2:18][NH:19][c:20]2[c:21]([C:22](=[O:23])[NH:24][c:25]3[cH:26][c:27]([C:31]([F:32])([F:33])[F:34])[cH:28][cH:29][cH:30]3)[cH:35][cH:36][cH:37][cH:38]2)[cH:16][cH:17]1>>[O-:1][n+:12]1[cH:13][cH:14][c:15]([CH2:18][NH:19][c:20]2[c:21]([C:22](=[O:23])[NH:24][c:25]3[cH:26][c:27]([C:31]([F:32])([F:33])[F:34])[cH:28][cH:29][cH:30]3)[cH:35][cH:36][cH:37][cH:38]2)[cH:16][cH:17]1.